This data is from the Open Reaction Database (ORD), a public repository of structured organic reaction records. The task is: describe an organic reaction: reactants, conditions, products, and yield Reactants: FC(C1=NC2=C(C=CC=C2C(=C1)C(O)(C1=NC=CC=C1)C1=CC(=NC2=C(C=CC=C12)C(F)(F)F)C(F)(F)F)C(F)(F)F)(F)F.C(C)(=O)[O-] (α,α-di(2,8-bis(trifluoro-methyl)-4-quinolyl)-pyridine-2-methanol acetate), C[O-].[Na+] (sodium methylate), C(C)(=O)O (acetic acid). Solvent: CO (methanol). Reaction conditions: time 8 hour. Yields the product FC(C1=NC2=C(C=CC=C2C(=C1)C(O)(C1=NC=CC=C1)C1=CC(=NC2=C(C=CC=C12)C(F)(F)F)C(F)(F)F)C(F)(F)F)(F)F (α,α-di(2,8-bis(trifluoro-methyl)-4-quinolyl)-pyridine-2-methanol). Yield: 80.9%. Reaction SMILES: [F:1][C:2]([F:44])([F:43])[C:3]1[CH:12]=[C:11]([C:13]([C:21]2[C:30]3[C:25](=[C:26]([C:31]([F:34])([F:33])[F:32])[CH:27]=[CH:28][CH:29]=3)[N:24]=[C:23]([C:35]([F:38])([F:37])[F:36])[CH:22]=2)([C:15]2[CH:20]=[CH:19][CH:18]=[CH:17][N:16]=2)[OH:14])[C:10]2[C:5](=[C:6]([C:39]([F:42])([F:41])[F:40])[CH:7]=[CH:8][CH:9]=2)[N:4]=1.C([O-])(=O)C.C[O-].[Na+].C(O)(=O)C>CO>[F:37][C:35]([F:36])([F:38])[C:23]1[CH:22]=[C:21]([C:13]([C:11]2[C:10]3[C:5](=[C:6]([C:39]([F:42])([F:41])[F:40])[CH:7]=[CH:8][CH:9]=3)[N:4]=[C:3]([C:2]([F:1])([F:43])[F:44])[CH:12]=2)([C:15]2[CH:20]=[CH:19][CH:18]=[CH:17][N:16]=2)[OH:14])[C:30]2[C:25](=[C:26]([C:31]([F:32])([F:33])[F:34])[CH:27]=[CH:28][CH:29]=2)[N:24]=1 |f:0.1,2.3|. Reported procedure: 1 g of α,α-di(2,8-bis(trifluoro-methyl)-4-quinolyl)-pyridine-2-methanol-acetate is dissolved in 10 ml of anhydrous methanol and to the solution 0.1 ml of 5 mole methanolic sodium methylate is added at room temperature under nitrogen streem. The mixture is allowed to stand overnight and is neutralized with glacial acetic acid, evaporated in vacuo and the residue is crystallized from a mixture of hexane and chloroform by hot clarification. The obtained product is filtered and 0.74 g of α,α-di(2,8-... Starting materials: O=C([O-])[O-], CC(C)(C)OC(=O)N1CCN(S(N)(=O)=O)CC1, CCOc1cc(Cl)nc(SCc2cccc(F)c2F)n1, [Cs+], [Cs+], C1COCCO1, O=C(C=Cc1ccccc1)C=Cc1ccccc1, O=C(C=Cc1ccccc1)C=Cc1ccccc1, O=C(C=Cc1ccccc1)C=Cc1ccccc1, [Pd], [Pd]. Product: CCOc1cc(NS(=O)(=O)N2CCN(C(=O)OC(C)(C)C)CC2)nc(SCc2cccc(F)c2F)n1. RXN SMILES: [C:18](=[O:19])([O-:20])[O-:21].[CH3:1][C:2]([CH3:3])([CH3:4])[O:5][C:6](=[O:7])[N:8]1[CH2:9][CH2:10][N:11]([S:14](=[O:15])(=[O:16])[NH2:17])[CH2:12][CH2:13]1.[Cl:24][c:25]1[n:26][c:27]([S:34][CH2:35][c:36]2[c:37]([F:43])[c:38]([F:42])[cH:39][cH:40][cH:41]2)[n:28][c:29]([O:31][CH2:32][CH3:33])[cH:30]1.[Cs+:22].[Cs+:23].[O:44]1[CH2:45][CH2:46][O:47][CH2:48][CH2:49]1.[O:52]=[C:53]([CH:54]=[CH:55][c:56]1[cH:57][cH:58][cH:59][cH:60][cH:61]1)[CH:62]=[CH:63][c:64]1[cH:65][cH:66][cH:67][cH:68][cH:69]1.[O:70]=[C:71]([CH:72]=[CH:73][c:74]1[cH:75][cH:76][cH:77][cH:78][cH:79]1)[CH:80]=[CH:81][c:82]1[cH:83][cH:84][cH:85][cH:86][cH:87]1.[O:88]=[C:89]([CH:90]=[CH:91][c:92]1[cH:93][cH:94][cH:95][cH:96][cH:97]1)[CH:98]=[CH:99][c:100]1[cH:101][cH:102][cH:103][cH:104][cH:105]1.[Pd:50].[Pd:51]>>[CH3:1][C:2]([CH3:3])([CH3:4])[O:5][C:6](=[O:7])[N:8]1[CH2:9][CH2:10][N:11]([S:14](=[O:15])(=[O:16])[NH:17][c:25]2[n:26][c:27]([S:34][CH2:35][c:36]3[c:37]([F:43])[c:38]([F:42])[cH:39][cH:40][cH:41]3)[n:28][c:29]([O:31][CH2:32][CH3:33])[cH:30]2)[CH2:12][CH2:13]1. Starting materials: O=C(O)Cc1ccc2c(c1)OCO2, CC1CCCNC1. Reagents/catalysts: C1CCC(CC1)N=C=NC2CCCCC2 (DCC), CCN(CC)CC (TEA), C1=CC=C2C(=C1)C(=O)N(C2=O)O (N-Hydroxyphthalimide). Solvent: CN(C)C=O (DMF), CN(C)C=O (DMF), CN(C)C=O (DMF), CN(C)C=O (DMF), CN(C)C=O (DMF), CN(C)C=O (DMF). Run at temperature 25 celsius, time 2 hour. Product: CC1CCCN(C(=O)Cc2ccc3c(c2)OCO3)C1. Isolated yield 52.5%. As a reaction SMILES: CC1CCCNC1.O=C(O)Cc1ccc2c(c1)OCO2.C1CCC(CC1)N=C=NC2CCCCC2.C1=CC=C2C(=C1)C(=O)N(C2=O)O.CCN(CC)CC.CN(C)C=O>>CC1CCCN(C(=O)Cc2ccc3c(c2)OCO3)C1. The reactants are COc1cccc(C(=O)O)c1, Cc1cccc(-c2sc(C)nc2C(=O)N2CC3CC(C)CC3C2CN)c1. Yields the product COc1cccc(C(=O)NCC2C3CC(C)CC3CN2C(=O)c2nc(C)sc2-c2cccc(C)c2)c1. Reaction SMILES: [CH3:27][O:28][c:29]1[cH:30][c:31]([C:32](=[O:33])[OH:34])[cH:35][cH:36][cH:37]1.[NH2:1][CH2:2][CH:3]1[CH:4]2[CH2:5][CH:6]([CH3:26])[CH2:7][CH:8]2[CH2:9][N:10]1[C:11](=[O:12])[c:13]1[n:14][c:15]([CH3:25])[s:16][c:17]1-[c:18]1[cH:19][c:20]([CH3:24])[cH:21][cH:22][cH:23]1>>[NH:1]([CH2:2][CH:3]1[CH:4]2[CH2:5][CH:6]([CH3:26])[CH2:7][CH:8]2[CH2:9][N:10]1[C:11](=[O:12])[c:13]1[n:14][c:15]([CH3:25])[s:16][c:17]1-[c:18]1[cH:19][c:20]([CH3:24])[cH:21][cH:22][cH:23]1)[C:32]([c:31]1[cH:30][c:29]([O:28][CH3:27])[cH:37][cH:36][cH:35]1)=[O:33]. Reactants: COC1=CC=C(C=C1)C1=COC2=C1C=C(C=C2)C2=NN=C(O2)S (5-[3-(4-methoxyphenyl)-1-benzofuran-5-yl]-1,3,4-oxadiazole-2-thiol), BrCC=1C=C(C#N)C=CC1 (3-(bromomethyl)benzonitrile). Product: COC1=CC=C(C=C1)C1=COC2=C1C=C(C=C2)C2=NN=C(O2)SCC=2C=C(C#N)C=CC2 (3-[[[5-[3-(4-methoxyphenyl)-1-benzofuran-5-yl]-1,3,4-oxadiazol-2-yl]thio]methyl]benzonitrile). Isolated yield 87.0%. RXN SMILES: [CH3:1][O:2][C:3]1[CH:8]=[CH:7][C:6]([C:9]2[C:13]3[CH:14]=[C:15]([C:18]4[O:22][C:21]([SH:23])=[N:20][N:19]=4)[CH:16]=[CH:17][C:12]=3[O:11][CH:10]=2)=[CH:5][CH:4]=1.Br[CH2:25][C:26]1[CH:27]=[C:28]([CH:31]=[CH:32][CH:33]=1)[C:29]#[N:30]>>[CH3:1][O:2][C:3]1[CH:4]=[CH:5][C:6]([C:9]2[C:13]3[CH:14]=[C:15]([C:18]4[O:22][C:21]([S:23][CH2:25][C:26]5[CH:27]=[C:28]([CH:31]=[CH:32][CH:33]=5)[C:29]#[N:30])=[N:20][N:19]=4)[CH:16]=[CH:17][C:12]=3[O:11][CH:10]=2)=[CH:7][CH:8]=1. Reported procedure: In the same manner as in Example 1 and using 5-[3-(4-methoxyphenyl)-1-benzofuran-5-yl]-1,3,4-oxadiazole-2-thiol instead of 5-(benzothiazol-6-yl)-1,3,4-oxadiazole-2-thiol and 3-(bromomethyl)benzonitrile instead of 3-(trifluoromethyl)benzyl chloride, the title compound (yield 87%) was obtained as colorless crystals. Reactants: C(CCC)(=O)Cl (butyryl chloride), IC1=C2C(=NNC2=CC=C1)N (4-iodo-1H-indazole-3-amine). Solvent: N1=CC=CC=C1 (pyridine). Reaction conditions: temperature 5 celsius, time 50 hour. The product is IC1=C2C(=NNC2=CC=C1)NC(CCC)=O (N-[4-iodo-1H-indazol-3-yl]butanamide). As a reaction SMILES: [C:1](Cl)(=[O:5])[CH2:2][CH2:3][CH3:4].[I:7][C:8]1[CH:16]=[CH:15][CH:14]=[C:13]2[C:9]=1[C:10]([NH2:17])=[N:11][NH:12]2>N1C=CC=CC=1>[I:7][C:8]1[CH:16]=[CH:15][CH:14]=[C:13]2[C:9]=1[C:10]([NH:17][C:1](=[O:5])[CH2:2][CH2:3][CH3:4])=[N:11][NH:12]2. Procedure details: 0.20 cm3 of butyryl chloride is added to 500 mg of 4-iodo-1H-indazole-3-amine, described previously, in 15 cm3 of pyridine, and cooled to about 5° C. The reaction medium is allowed to return to about 19° C. over 50 hours. The reaction medium is evaporated under reduced pressure (2 kPa; 50° C.). The residue is taken up in 15 cm3 of ethyl acetate, 15 cm3 of tetrahydrofuran and 15 cm3 of distilled water. The organic phase is dried over magnesium sulphate and then filtered through a sinter funnel an... Starting materials: CC#N, c1ccc2c(c1)CC1OC21, O, O=S(=O)(O)O. Yields the product NC1c2ccccc2CC1O. RXN SMILES: [CH3:17][C:18]#[N:19].[O:1]1[CH:2]2[CH:3]1[CH2:4][c:5]1[cH:6][cH:7][cH:8][cH:9][c:10]12.[OH2:16].[S:11](=[O:12])(=[O:13])([OH:14])[OH:15]>>[OH:1][CH:3]1[CH:2]([NH2:19])[c:10]2[c:5]([cH:6][cH:7][cH:8][cH:9]2)[CH2:4]1. The reactants are Cc1cc(Nc2ncnc3cccc(F)c23)ccc1O, CC(O)CN. Product: Cc1cc(Nc2ncnc3cccc(OC(C)CN)c23)ccc1O. As a reaction SMILES: [F:6][c:7]1[c:8]2[c:9]([NH:17][c:18]3[cH:19][c:20]([CH3:25])[c:21]([OH:24])[cH:22][cH:23]3)[n:10][cH:11][n:12][c:13]2[cH:14][cH:15][cH:16]1.[NH2:1][CH2:2][CH:3]([CH3:4])[OH:5]>>[NH2:1][CH2:2][CH:3]([CH3:4])[O:5][c:7]1[c:8]2[c:9]([NH:17][c:18]3[cH:19][c:20]([CH3:25])[c:21]([OH:24])[cH:22][cH:23]3)[n:10][cH:11][n:12][c:13]2[cH:14][cH:15][cH:16]1. Reactants: O=C(Nc1ccc(Cl)c(-c2ccccn2)c1)c1ccc(CBr)cc1, c1c[nH]nn1. Product: O=C(Nc1ccc(Cl)c(-c2ccccn2)c1)c1ccc(Cn2ccnn2)cc1. As a reaction SMILES: [Br:1][CH2:2][c:3]1[cH:4][cH:5][c:6]([C:7](=[O:8])[NH:9][c:10]2[cH:11][c:12](-[c:17]3[n:18][cH:19][cH:20][cH:21][cH:22]3)[c:13]([Cl:16])[cH:14][cH:15]2)[cH:23][cH:24]1.[nH:25]1[n:26][n:27][cH:28][cH:29]1>>[CH2:2]([c:3]1[cH:4][cH:5][c:6]([C:7](=[O:8])[NH:9][c:10]2[cH:11][c:12](-[c:17]3[n:18][cH:19][cH:20][cH:21][cH:22]3)[c:13]([Cl:16])[cH:14][cH:15]2)[cH:23][cH:24]1)[n:25]1[n:26][n:27][cH:28][cH:29]1.